Dataset: the Open Reaction Database (ORD), a public repository of structured organic reaction records. Task: describe an organic reaction: reactants, conditions, products, and yield Reactants: CCO, CCCCCCCCCCCCCC. Product: CCCCCCCCCCCCC. As a reaction SMILES: [CH2:15]([OH:16])[CH3:17].[CH3:1][CH2:2][CH2:3][CH2:4][CH2:5][CH2:6][CH2:7][CH2:8][CH2:9][CH2:10][CH2:11][CH2:12][CH2:13][CH3:14]>>[CH3:1][CH2:2][CH2:3][CH2:4][CH2:5][CH2:6][CH2:7][CH2:8][CH2:9][CH2:10][CH2:11][CH2:12][CH3:13].